This data is from the Open Reaction Database (ORD), a public repository of structured organic reaction records. The task is: describe an organic reaction: reactants, conditions, products, and yield Reactants: O.O.Cl[Sn]Cl (SnCl2.2H2O), N(=O)[O-].[Na+] (sodium nitrite), ice, C(C1=CC=CC=C1)OC1=CC=C(N)C=C1 (4-benzyloxyaniline). The product is Cl.C(C1=CC=CC=C1)OC1=CC=C(C=C1)NN (4-Benzyloxyphenylhydrazine hydrochloride). Isolated yield 94.3%. Reaction SMILES: [N:1]([O-])=O.[Na+].[CH2:5]([O:12][C:13]1[CH:19]=[CH:18][C:16]([NH2:17])=[CH:15][CH:14]=1)[C:6]1[CH:11]=[CH:10][CH:9]=[CH:8][CH:7]=1.O.O.[Cl:22][Sn]Cl>>[ClH:22].[CH2:5]([O:12][C:13]1[CH:14]=[CH:15][C:16]([NH:17][NH2:1])=[CH:18][CH:19]=1)[C:6]1[CH:7]=[CH:8][CH:9]=[CH:10][CH:11]=1 |f:0.1,3.4.5,6.7|. Procedure: A solution of sodium nitrite (3.8 g, 0.055 mol in 20 mL of H2O), is added dropwise to an ice cold stirring suspension of 4-benzyloxyaniline (13.0 g, 0.055 mol in 150 mL of concentrated HCl). The reaction mixture is stirred for 90 minutes at -8° to 10° C. A solution of SnCl2.2H2O (32.0 g, 0142 mol in 50 mL concentrated HCl) is added and stirred for 1 hour at 0° C. The reaction mixture is removed from the ice bath and is stirred at room temperature for 20 hours. The mixture is then filtered and wa...